From a dataset of the Open Reaction Database (ORD), a public repository of structured organic reaction records. describe an organic reaction: reactants, conditions, products, and yield The reactants are COc1cc(C(=O)O)ccc1OCCCCCOc1ccc(C#N)cc1, CN(C)C=O, ClCCl, O=S(Cl)Cl. Product: COc1cc(C(=O)Cl)ccc1OCCCCCOc1ccc(C#N)cc1. RXN SMILES: [C:1](#[N:2])[c:3]1[cH:4][cH:5][c:6]([O:7][CH2:8][CH2:9][CH2:10][CH2:11][CH2:12][O:13][c:14]2[c:15]([O:23][CH3:24])[cH:16][c:17]([C:18](=[O:19])[OH:20])[cH:21][cH:22]2)[cH:25][cH:26]1.[CH3:31][N:32]([CH3:33])[CH:34]=[O:35].[Cl:36][CH2:37][Cl:38].[S:27]([Cl:28])([Cl:29])=[O:30]>>[C:1](#[N:2])[c:3]1[cH:4][cH:5][c:6]([O:7][CH2:8][CH2:9][CH2:10][CH2:11][CH2:12][O:13][c:14]2[c:15]([O:23][CH3:24])[cH:16][c:17]([C:18](=[O:19])[Cl:29])[cH:21][cH:22]2)[cH:25][cH:26]1. Reactants: [O-][Mn](=O)(=O)=O.[K+] (KMnO4), BrC(CBr)(C)C1=C(C=C(C=C1)F)F (2-Bromo-2-(2,4-difluorophenyl)-1-bromopropane), C(C)#N (acetonitrile), N1N=CN=C1 (1,2,4-Triazole), C(=O)([O-])[O-].[K+].[K+] (K2CO3). The solvent is O (water). Run at temperature 20 celsius. Product: FC1=C(C=CC(=C1)F)N1N(C=NC1)CC(CO)O (2-(2,4-Difluorophenyl)-2,3-dihydroxypropyl-1H-1,2,4-triazole). The yield is 27.0%. Reaction SMILES: BrC([C:6]1[CH:11]=[CH:10][C:9]([F:12])=[CH:8][C:7]=1[F:13])(C)CBr.[C:14]([O-:17])([O-])=O.[K+].[K+].N1[CH:24]=[N:23][CH:22]=[N:21]1.[O-:25][Mn](=O)(=O)=O.[K+].[C:31](#[N:33])[CH3:32]>O>[F:13][C:7]1[CH:8]=[C:9]([F:12])[CH:10]=[CH:11][C:6]=1[N:21]1[CH2:22][N:23]=[CH:24][N:33]1[CH2:31][CH:32]([OH:25])[CH2:14][OH:17] |f:1.2.3,5.6|. Procedure: 2-Bromo-2-(2,4-difluorophenyl)-1-bromopropane (3) (20.0 g, 63.7 mmol) was dissolved in acetonitrile (300 mL) at 20° C. and K2CO3 (17.6g, 127 mmol) was added in one portion with efficient stirring. The reaction mixture was heated to reflux for 11 hours and then cooled to 20° C. 1,2,4-Triazole (8.80 g, 127 mmol) was added with stirring and the mixture was heated to reflux for 2 hours. The reaction mixture was cooled to 20° C. and filtered, and 175 mL of acetonitrile was removed by evaporation. The... RXN SMILES: [CH3:26][CH2:27][OH:28].[ClH:25].[Fe:30].[N+:1]([O-:2])(=[O:3])[c:4]1[cH:5][c:6]2[c:7]([cH:23][cH:24]1)[CH2:8][CH2:9][CH:10]1[CH2:11][C:12](=[O:22])[N:13]([c:16]3[cH:17][cH:18][cH:19][cH:20][cH:21]3)[N:14]=[C:15]21.[OH2:29]>>[NH2:1][c:4]1[cH:5][c:6]2[c:7]([cH:23][cH:24]1)[CH2:8][CH2:9][CH:10]1[CH2:11][C:12](=[O:22])[N:13]([c:16]3[cH:17][cH:18][cH:19][cH:20][cH:21]3)[N:14]=[C:15]21. Starting materials: CCO, Cl, [Fe], O=C1CC2CCc3ccc([N+](=O)[O-])cc3C2=NN1c1ccccc1, O. Product: Nc1ccc2c(c1)C1=NN(c3ccccc3)C(=O)CC1CC2. The reactants are C(C=C)Cl (allyl chloride), [SiH](C)(C)Cl (Me2SiHCl), [SiH](CC)(CC)CC (Et3SiH). The product is [Si](Cl)(C)(C)CCCCl (Me2SiClCH2CH2CH2Cl), [Si](CC)(CC)(CC)CCCCl (Et3SiCH2CH2CH2Cl). Yield: 4.8%. As a reaction SMILES: [SiH:1]([Cl:4])([CH3:3])[CH3:2].[SiH:5]([CH2:10][CH3:11])([CH2:8][CH3:9])[CH2:6][CH3:7].[CH2:12]([Cl:15])[CH:13]=[CH2:14]>>[Si:1]([CH2:14][CH2:13][CH2:12][Cl:15])([CH3:3])([CH3:2])[Cl:4].[Si:5]([CH2:14][CH2:13][CH2:12][Cl:15])([CH2:10][CH3:11])([CH2:8][CH3:9])[CH2:6][CH3:7]. Procedure details: In a 100 ml apparatus, there were combined 7.1 g (0.075 mol) of Me2SiHCl, 8.7 g (0.075 mol) of Et3SiH and 5.7 g (0.075 mol) of allyl chloride. Pt catalyst solution was added (0.05 ml) at 34° C. Gentle heating caused a smooth exothermic reaction to 92° over 36 min. Vacuum distillation yielded 42.5% of Me2SiClCH2CH2CH2Cl and 4.8% of Et3SiCH2CH2CH2Cl. This example shows that Et3SiH at the equimolar level is an effective promoter for the reaction between Me2SiHCl and allyl chloride. The reactants are CC(C)(C)[Si](C)(C)Cl, ClC(Cl)Cl, Oc1cccc2[nH]ccc12, c1c[nH]cn1. The product is CC(C)(C)[Si](C)(C)Oc1cccc2[nH]ccc12. Reaction SMILES: [C:16]([CH3:17])([CH3:18])([CH3:19])[Si:20]([CH3:21])([CH3:22])[Cl:23].[CH:24]([Cl:25])([Cl:26])[Cl:27].[OH:1][c:2]1[c:3]2[cH:4][cH:5][nH:6][c:7]2[cH:8][cH:9][cH:10]1.[nH:11]1[cH:12][cH:13][n:14][cH:15]1>>[O:1]([c:2]1[c:3]2[cH:4][cH:5][nH:6][c:7]2[cH:8][cH:9][cH:10]1)[Si:20]([C:16]([CH3:17])([CH3:18])[CH3:19])([CH3:21])[CH3:22]. The reactants are O=C([O-])[O-], CI, [Cl-], Cc1cc(C(=O)N(CCc2ccc(Cl)c(Cl)c2)Cc2ccc(C(O)(C(F)(F)F)C(F)(F)F)cc2)c2[nH]ccc2c1, [K+], [K+], [NH4+], CN(C)C=O. Yields the product COC(c1ccc(CN(CCc2ccc(Cl)c(Cl)c2)C(=O)c2cc(C)cc3cc[nH]c23)cc1)(C(F)(F)F)C(F)(F)F. As a reaction SMILES: [C:41](=[O:42])([O-:43])[O-:44].[CH3:47][I:48].[Cl-:49].[Cl:1][c:2]1[cH:3][c:4]([CH2:9][CH2:10][N:11]([C:12](=[O:13])[c:14]2[cH:15][c:16]([CH3:23])[cH:17][c:18]3[cH:19][cH:20][nH:21][c:22]23)[CH2:24][c:25]2[cH:26][cH:27][c:28]([C:31]([C:32]([F:33])([F:34])[F:35])([C:36]([F:37])([F:38])[F:39])[OH:40])[cH:29][cH:30]2)[cH:5][cH:6][c:7]1[Cl:8].[K+:45].[K+:46].[NH4+:50].[O:51]=[CH:52][N:53]([CH3:54])[CH3:55]>>[Cl:1][c:2]1[cH:3][c:4]([CH2:9][CH2:10][N:11]([C:12](=[O:13])[c:14]2[cH:15][c:16]([CH3:23])[cH:17][c:18]3[cH:19][cH:20][nH:21][c:22]23)[CH2:24][c:25]2[cH:26][cH:27][c:28]([C:31]([C:32]([F:33])([F:34])[F:35])([C:36]([F:37])([F:38])[F:39])[O:40][CH3:41])[cH:29][cH:30]2)[cH:5][cH:6][c:7]1[Cl:8]. Reactants: C(CC(O)(C(=O)O)CC(=O)O)(=O)O (citric acid), [H-].[Na+] (Sodium hydride), [Si](C)(C)(C(C)(C)C)OC1CN(C1)C[C@@H](C(=O)NC1=NC=C(C=C1)F)O ((S)-3-(3-(tert-butyldimethylsilyloxy)azetidin-1-yl)-N-(5-fluoropyridin-2-yl)-2-hydroxypropanamide), ClC1=C2C(=NC=N1)N(N=C2)C2=C(C=CC=C2)Cl (4-chloro-1-(2-chlorophenyl)-1H-pyrazolo[3,4-d]pyrimidine), ClC1=C2C(=NC=N1)N(N=C2)C2=C(C=CC=C2)Cl (4-chloro-1-(2-chlorophenyl)-1H-pyrazolo[3,4-d]pyrimidine). The solvent is O (water), CCOC(=O)C (EtOAc), C1CCOC1 (THF). Reaction conditions: temperature 0 celsius, time 10 minute. Product: [Si](C)(C)(C(C)(C)C)OC1CN(C1)C[C@@H](C(=O)NC1=NC=C(C=C1)F)OC1=C2C(=NC=N1)N(N=C2)C2=C(C=CC=C2)Cl ((2S)-3-(3-(tert-butyldimethylsilyloxy)azetidin-1-yl)-2-(1-(2-chlorophenyl)-1H-pyrazolo[3,4-d]pyrimidin-4-yloxy)-N-(5-fluoropyridin-2-yl)propanamide). Yield: 88.3%. RXN SMILES: [H-].[Na+].[Si:3]([O:10][CH:11]1[CH2:14][N:13]([CH2:15][C@H:16]([OH:27])[C:17]([NH:19][C:20]2[CH:25]=[CH:24][C:23]([F:26])=[CH:22][N:21]=2)=[O:18])[CH2:12]1)([C:6]([CH3:9])([CH3:8])[CH3:7])([CH3:5])[CH3:4].Cl[C:29]1[N:34]=[CH:33][N:32]=[C:31]2[N:35]([C:38]3[CH:43]=[CH:42][CH:41]=[CH:40][C:39]=3[Cl:44])[N:36]=[CH:37][C:30]=12.C(O)(=O)CC(CC(O)=O)(C(O)=O)O>C1COCC1.O.CCOC(C)=O>[Si:3]([O:10][CH:11]1[CH2:12][N:13]([CH2:15][C@H:16]([O:27][C:29]2[N:34]=[CH:33][N:32]=[C:31]3[N:35]([C:38]4[CH:43]=[CH:42][CH:41]=[CH:40][C:39]=4[Cl:44])[N:36]=[CH:37][C:30]=23)[C:17]([NH:19][C:20]2[CH:25]=[CH:24][C:23]([F:26])=[CH:22][N:21]=2)=[O:18])[CH2:14]1)([C:6]([CH3:9])([CH3:7])[CH3:8])([CH3:5])[CH3:4] |f:0.1|. Procedure details: Sodium hydride (60% dispersion in mineral oil) (0.682 g, 17.05 mmol) was added to (S)-3-(3-(tert-butyldimethylsilyloxy)azetidin-1-yl)-N-(5-fluoropyridin-2-yl)-2-hydroxypropanamide (Intermediate AX2) (3.0 g, 8.12 mmol) in anhydrous THF (80 mL) at 0° C. under nitrogen. The resulting solution was stirred at 0° C. for 10 minutes and then 4-chloro-1-(2-chlorophenyl)-1H-pyrazolo[3,4-d]pyrimidine (Intermediate B1) (2.63 g, 8.93 mmol) was added. The reaction mixture was allowed to warm to room temperatu... Starting materials: ClC1=NC=C(C(=N1)Cl)F (2,4-dichloro-5-fluoropyrimidine), [N+](=O)([O-])C1=CC=C(N)C=C1 (4-nitroaniline), CCN(C(C)C)C(C)C (DIPEA), N#N (N2). The solvent is C(CCC)O (1-butanol), CCCCCC.C(C)(=O)OCC (hexane ethyl acetate). Reaction conditions: temperature 120 celsius. Yields the product ClC1=NC=C(C(=N1)NC1=CC(=CC=C1)[N+](=O)[O-])F (2-chloro-5-fluoro-N-(3-nitrophenyl)pyrimidin-4-amine). As a reaction SMILES: N#N.[Cl:3][C:4]1[N:9]=[C:8](Cl)[C:7]([F:11])=[CH:6][N:5]=1.[N+:12]([C:15]1[CH:21]=[CH:20][C:18](N)=[CH:17][CH:16]=1)([O-:14])=[O:13].CC[N:24](C(C)C)C(C)C>C(O)CCC.CCCCCC.C(OCC)(=O)C>[Cl:3][C:4]1[N:9]=[C:8]([NH:24][C:17]2[CH:18]=[CH:20][CH:21]=[C:15]([N+:12]([O-:14])=[O:13])[CH:16]=2)[C:7]([F:11])=[CH:6][N:5]=1 |f:5.6|. Reported procedure: In a 50 mL 3-neck RBF equipped with N2 bubbler and reflux condenser 2,4-dichloro-5-fluoropyrimidine (1.79 g) in 1-butanol (20 mL), 4-nitroaniline (1.0 g) and DIPEA (2.6 mL) were charge at room temperature. The reaction mixture was heated to 120° C. for 2 hr. The reaction was monitored on TLC using hexane:ethyl acetate (8:2) as mobile phase. After completion, the reaction mixture was cooled to room temperature. Solid precipitate was filtrated and washed with cold hexanes and dried to give 1.26 g ... The reactants are C(C1=CC=CC=C1)N1C[C@@H](CC1)N1CCCC1 ((R)-1′-benzyl-[1,3′]bipyrrolidinyl). The reagents and catalysts are [OH-].[OH-].[Pd+2] (palladium hydroxide on carbon). The solvent is CO (methanol). Reaction conditions: time 8 hour. Product: N1(CCCC1)[C@H]1CNCC1 ((R)-[1,3′]Bipyrrolidinyl). RXN SMILES: C([N:8]1[CH2:12][CH2:11][C@@H:10]([N:13]2[CH2:17][CH2:16][CH2:15][CH2:14]2)[CH2:9]1)C1C=CC=CC=1>CO.[OH-].[OH-].[Pd+2]>[N:13]1([C@@H:10]2[CH2:11][CH2:12][NH:8][CH2:9]2)[CH2:17][CH2:16][CH2:15][CH2:14]1 |f:2.3.4|. Procedure details: A solution of (R)-1′-benzyl-[1,3′]bipyrrolidinyl (0.517 g, 2.24 mmol) in methanol (25 ml) under an atmosphere of argon is treated with palladium hydroxide on carbon (0.1 g). The reaction mixture is placed under an atmosphere of hydrogen, stirred at room temperature overnight and then filtered through Celite™ filter material. The filtrate is concentrated in vacuo to yield the title compound as a dark orange oil.